Dataset: the Open Reaction Database (ORD), a public repository of structured organic reaction records. Task: describe an organic reaction: reactants, conditions, products, and yield Reactants: CC(C)(C)c1cc(CCC(=O)O)ccc1O, CN(C)C=O, Cc1ccccc1, Oc1ccccc1, O=P(Cl)(Cl)Cl. Yields the product CC(C)(C)c1cc(CCC(=O)Oc2ccccc2)ccc1O. RXN SMILES: [C:1]([CH3:2])([CH3:3])([CH3:4])[c:5]1[cH:6][c:7]([CH2:12][CH2:13][C:14](=[O:15])[OH:16])[cH:8][cH:9][c:10]1[OH:11].[CH3:24][N:25]([CH3:26])[CH:27]=[O:28].[CH3:34][c:35]1[cH:36][cH:37][cH:38][cH:39][cH:40]1.[OH:17][c:18]1[cH:19][cH:20][cH:21][cH:22][cH:23]1.[P:29]([Cl:30])([Cl:31])([Cl:32])=[O:33]>>[C:1]([CH3:2])([CH3:3])([CH3:4])[c:5]1[cH:6][c:7]([CH2:12][CH2:13][C:14](=[O:15])[O:16][c:18]2[cH:19][cH:20][cH:21][cH:22][cH:23]2)[cH:8][cH:9][c:10]1[OH:11]. Reactants: CC=1C=CC(=C(C1)C1=CC=CC(=N1)C=O)O (6-(5′-methyl-2′-hydroxyphenyl)-2-formyl-pyridine), C(C)(C)C1=C(N)C(=CC=C1)C(C)C (2,6-diisopropylaniline). Reagents/catalysts: C(=O)O (formic acid). Run in CO (methanol). Run at time 8 hour. Product: CC=1C=CC(=C(C1)C1=CC=CC(N1)=NC1=C(C=CC=C1C(C)C)C(C)C)O (6-(5′-methyl-2′-hydroxyphenyl)-2-(N-(2,6-diisopropylphenyl)imino)pyridine). Reaction SMILES: [CH3:1][C:2]1[CH:3]=[CH:4][C:5]([OH:16])=[C:6]([C:8]2[N:13]=[C:12](C=O)[CH:11]=[CH:10][CH:9]=2)[CH:7]=1.[CH:17]([C:20]1[CH:26]=[CH:25][CH:24]=[C:23]([CH:27]([CH3:29])[CH3:28])[C:21]=1[NH2:22])([CH3:19])[CH3:18]>C(O)=O.CO>[CH3:1][C:2]1[CH:3]=[CH:4][C:5]([OH:16])=[C:6]([C:8]2[NH:13][C:12](=[N:22][C:21]3[C:23]([CH:27]([CH3:28])[CH3:29])=[CH:24][CH:25]=[CH:26][C:20]=3[CH:17]([CH3:19])[CH3:18])[CH:11]=[CH:10][CH:9]=2)[CH:7]=1. Procedure details: To a solution of 6-(5′-methyl-2′-hydroxyphenyl)-2-formyl-pyridine (4) (640 mg, 3.00 mmol) in the minimum volume of methanol was added 1.5 equivalents of 2,6-diisopropylaniline (780 mg, 4.50 mmol). After the addition of a few drops of formic acid, the solution was stirred overnight. The cloudy yellow reaction mixture was then filtered through a frit, and the solid washed with methanol (3×5 mL), giving 6-(5′-methyl-2′-hydroxyphenyl)-2-(N-(2,6-diisopropylphenyl) imino)pyridine (5) as a yellow solid... Starting materials: compound, BrCC(=O)C1=CC(=CC=C1)NS(=O)(=O)C (2-bromo-1-[3-(methylsulfonyl)aminophenyl]ethanone), Intermediate 41. The solvent is CO.C(Cl)(Cl)Cl (methanol chloroform). Yields the product BrCC(O)C=1C=C(C=CC1)NS(=O)(=O)C ((±)-N-[3-(2-bromo-1-hydroxyethyl)phenyl]methanesulfonamide). RXN SMILES: [Br:1][CH2:2][C:3]([C:5]1[CH:10]=[CH:9][CH:8]=[C:7]([NH:11][S:12]([CH3:15])(=[O:14])=[O:13])[CH:6]=1)=[O:4]>CO.C(Cl)(Cl)Cl>[Br:1][CH2:2][CH:3]([C:5]1[CH:6]=[C:7]([NH:11][S:12]([CH3:15])(=[O:14])=[O:13])[CH:8]=[CH:9][CH:10]=1)[OH:4] |f:1.2|. Procedure details: The above-identified compound (50.76 g) was obtained by processing Intermediate 14 (45 g) through reaction and after-treatment in accordance with the procedures of synthesis of Intermediate 41. Rf=0.27 (methanol/chloroform of 1/10). Reactants: CCOC(=O)c1cn(N2C(=O)c3ccccc3C2=O)c(C(=O)OCC)c1OC, CCO. Product: CCOC(=O)c1cn(N)c(C(=O)OCC)c1OC. As a reaction SMILES: [CH2:1]([CH3:2])[O:3][C:4](=[O:5])[c:6]1[n:7]([N:18]2[C:19](=[O:20])[c:21]3[c:22]([cH:23][cH:24][cH:25][cH:26]3)[C:27]2=[O:28])[cH:8][c:9]([C:13](=[O:14])[O:15][CH2:16][CH3:17])[c:10]1[O:11][CH3:12].[CH3:29][CH2:30][OH:31]>>[CH2:1]([CH3:2])[O:3][C:4](=[O:5])[c:6]1[n:7]([NH2:18])[cH:8][c:9]([C:13](=[O:14])[O:15][CH2:16][CH3:17])[c:10]1[O:11][CH3:12]. The reactants are C(C)C=1C=C(C=NC1CC)C1=NC(=NO1)C1=CC(=C(C(=C1)C)O)CC (4-[5-(5,6-diethyl-pyridin-3-yl)-[1,2,4]oxadiazol-3-yl]-2-ethyl-6-methyl-phenol), ClC[C@H](CO)O ((S)-3-chloro-1,2-propanediol), ClC[C@H](CO)O ((S)-3-chloro-1,2-propanediol). Solvent: C(C)(C)O (isopropanol), [OH-].[Na+] (NaOH), CC(OCC)=O (EA). Run at time 2 day. The product is C(C)C=1C=C(C=NC1CC)C1=NC(=NO1)C1=CC(=C(OC[C@H](CO)O)C(=C1)C)CC ((S)-3-{4-[5-(5,6-diethyl-pyridin-3-yl)-[1,2,4]oxadiazol-3-yl]-2-ethyl-6-methyl-phenoxy}-propane-1,2-diol). Isolated yield 11.5%. As a reaction SMILES: [CH2:1]([C:3]1[CH:4]=[C:5]([C:11]2[O:15][N:14]=[C:13]([C:16]3[CH:21]=[C:20]([CH3:22])[C:19]([OH:23])=[C:18]([CH2:24][CH3:25])[CH:17]=3)[N:12]=2)[CH:6]=[N:7][C:8]=1[CH2:9][CH3:10])[CH3:2].Cl[CH2:27][C@@H:28]([OH:31])[CH2:29][OH:30]>C(O)(C)C.[OH-].[Na+].CC(=O)OCC>[CH2:1]([C:3]1[CH:4]=[C:5]([C:11]2[O:15][N:14]=[C:13]([C:16]3[CH:21]=[C:20]([CH3:22])[C:19]([O:23][CH2:27][C@@H:28]([OH:31])[CH2:29][OH:30])=[C:18]([CH2:24][CH3:25])[CH:17]=3)[N:12]=2)[CH:6]=[N:7][C:8]=1[CH2:9][CH3:10])[CH3:2] |f:3.4|. Reported procedure: To a solution of 4-[5-(5,6-diethyl-pyridin-3-yl)-[1,2,4]oxadiazol-3-yl]-2-ethyl-6-methyl-phenol (100 mg, 0.296 mmol) in isopropanol (10 mL) and 3 N aq. NaOH (3 mL), (S)-3-chloro-1,2-propanediol (98 mg, 0.89 mmol) is added. The mixture is stirred at 60° C. for 24 h before another portion of (S)-3-chloro-1,2-propanediol (98 mg, 0.89 mmol) is added. Stirring is continued at 60° C. for 2 days. The mixture is diluted with EA and washed with sat. aq. NaHCO3 solution. The org. extract is dried over MgS... Starting materials: CC=C1CCC2C3CCC4CC(O)C(OCC)CC4(C)C3C(=O)CC12C, CCO, [Cl-], [Na+], [OH-], [NH3+]O. Yields the product CC=C1CCC2C3CCC4CC(O)C(OCC)CC4(C)C3C(=NO)CC12C. RXN SMILES: [CH2:1]([CH3:2])[O:3][CH:4]1[CH:5]([OH:26])[CH2:6][CH:7]2[CH2:8][CH2:9][CH:10]3[CH:11]4[CH2:12][CH2:13][C:14](=[CH:15][CH3:16])[C:17]4([CH3:25])[CH2:18][C:19](=[O:24])[CH:20]3[C:21]2([CH3:23])[CH2:22]1.[CH3:27][CH2:28][OH:29].[Cl-:30].[Na+:34].[OH-:33].[OH:31][NH3+:32]>>[CH2:1]([CH3:2])[O:3][CH:4]1[CH:5]([OH:26])[CH2:6][CH:7]2[CH2:8][CH2:9][CH:10]3[CH:11]4[CH2:12][CH2:13][C:14](=[CH:15][CH3:16])[C:17]4([CH3:25])[CH2:18][C:19](=[N:32][OH:31])[CH:20]3[C:21]2([CH3:23])[CH2:22]1. Reactants: Brc1ccc2scc(Br)c2c1, [Li]CCCC, CSSC, CCCCCC, O. Product: CSc1csc2ccc(Br)cc12. Reaction SMILES: [Br:6][c:7]1[c:8]2[c:9]([s:10][cH:11]1)[cH:12][cH:13][c:14]([Br:16])[cH:15]2.[CH2:1]([Li:2])[CH2:3][CH2:4][CH3:5].[CH3:17][S:18][S:19][CH3:20].[CH3:22][CH2:23][CH2:24][CH2:25][CH2:26][CH3:27].[OH2:21]>>[c:7]1([S:18][CH3:17])[c:8]2[c:9]([s:10][cH:11]1)[cH:12][cH:13][c:14]([Br:16])[cH:15]2.